This data is from the Open Reaction Database (ORD), a public repository of structured organic reaction records. The task is: describe an organic reaction: reactants, conditions, products, and yield Reactants: FC(C1=C(CBr)C=CC=C1)(F)F (2-(trifluoromethyl)benzyl bromide), 5,6-dihydrospiro[benzo[1,2-b:5,4-b′]difuran-3,3′-indol]-2″(1′H)-one, BrCC1OCCCC1 (2-(bromomethyl)tetrahydro-2H-pyran), N1C([C@]2(C3=CC=CC=C13)COC1=CC3=C(OCCO3)C=C12)=O ((8S)-2,3-dihydrospiro[furo[2,3-g][1,4]benzodioxine-8,3′-indol]-2′(1′H)-one). The product is FC(C1=C(CN2C([C@]3(C4=CC=CC=C24)COC2=CC4=C(OCCO4)C=C23)=O)C=CC=C1)(F)F ((8S)-1′-[2-(trifluoromethyl)benzyl]-2,3-dihydrospiro[furo[2,3-g][1,4]benzodioxine-8,3′-indol]-2′(1′H)-one). Reaction SMILES: [F:1][C:2]([F:12])([F:11])[C:3]1[CH:10]=[CH:9][CH:8]=[CH:7][C:4]=1[CH2:5]Br.BrCC1CCCCO1.[NH:21]1[C:29]2[C:24](=[CH:25][CH:26]=[CH:27][CH:28]=2)[C@@:23]2([C:41]3[C:32](=[CH:33][C:34]4[O:39][CH2:38][CH2:37][O:36][C:35]=4[CH:40]=3)[O:31][CH2:30]2)[C:22]1=[O:42]>>[F:1][C:2]([F:12])([F:11])[C:3]1[CH:10]=[CH:9][CH:8]=[CH:7][C:4]=1[CH2:5][N:21]1[C:29]2[C:24](=[CH:25][CH:26]=[CH:27][CH:28]=2)[C@@:23]2([C:41]3[C:32](=[CH:33][C:34]4[O:39][CH2:38][CH2:37][O:36][C:35]=4[CH:40]=3)[O:31][CH2:30]2)[C:22]1=[O:42]. Procedure: Following the procedure as described in EXAMPLE 4 and making non-critical variations using 2-(trifluoromethyl)benzyl bromide to replace 2-(bromomethyl)tetrahydro-2H-pyran, and (8S)-2,3-dihydrospiro[furo[2,3-g][1,4]benzodioxine-8,3′-indol]-2′(1′H)-one to replace 5,6-dihydrospiro[benzo[1,2-b:5,4-b′]difuran-3,3′-indol]-2″(1′H)-one, (8S)-1′-[2-(trifluoromethyl)benzyl]-2,3-dihydrospiro[furo[2,3-g][1,4]benzodioxine-8,3′-indol]-2′(1′H)-one was obtained (82%) as a colorless solid: mp 137-138° C. (diethy... Starting materials: O=C([O-])[O-], CN(C)C=O, COc1cc(CCl)ccc1OCc1nc(-c2cccc(C#N)c2)oc1C, [K+], [K+], O, O=Cc1cn(-c2ccccc2)nc1O. Product: COc1cc(COc2nn(-c3ccccc3)cc2C=O)ccc1OCc1nc(-c2cccc(C#N)c2)oc1C. As a reaction SMILES: [C:41](=[O:42])([O-:43])[O-:44].[CH3:47][N:48]([CH3:49])[CH:50]=[O:51].[Cl:1][CH2:2][c:3]1[cH:4][c:5]([O:25][CH3:26])[c:6]([O:7][CH2:8][c:9]2[n:10][c:11](-[c:15]3[cH:16][c:17]([C:18]#[N:19])[cH:20][cH:21][cH:22]3)[o:12][c:13]2[CH3:14])[cH:23][cH:24]1.[K+:45].[K+:46].[OH2:52].[OH:27][c:28]1[n:29][n:30](-[c:35]2[cH:36][cH:37][cH:38][cH:39][cH:40]2)[cH:31][c:32]1[CH:33]=[O:34]>>[CH2:2]([c:3]1[cH:4][c:5]([O:25][CH3:26])[c:6]([O:7][CH2:8][c:9]2[n:10][c:11](-[c:15]3[cH:16][c:17]([C:18]#[N:19])[cH:20][cH:21][cH:22]3)[o:12][c:13]2[CH3:14])[cH:23][cH:24]1)[O:27][c:28]1[n:29][n:30](-[c:35]2[cH:36][cH:37][cH:38][cH:39][cH:40]2)[cH:31][c:32]1[CH:33]=[O:34]. Starting materials: c1ccc2c(c1)NC1CCCC21, CCN(C(C)C)C(C)C, NC(=O)CCl, CN(C)C=O. Product: NC(=O)CN1c2ccccc2C2CCCC21. As a reaction SMILES: [CH2:1]1[CH2:2][CH2:3][CH:4]2[NH:5][c:6]3[cH:7][cH:8][cH:9][cH:10][c:11]3[CH:12]12.[CH:13]([N:14]([CH:15]([CH3:16])[CH3:17])[CH2:18][CH3:19])([CH3:20])[CH3:21].[Cl:22][CH2:23][C:24](=[O:25])[NH2:26].[O:27]=[CH:28][N:29]([CH3:30])[CH3:31]>>[CH2:1]1[CH2:2][CH2:3][CH:4]2[N:5]([CH2:23][C:24](=[O:25])[NH2:26])[c:6]3[cH:7][cH:8][cH:9][cH:10][c:11]3[CH:12]12. Reactants: CC(=O)OC(C)=O, COc1cc2ncnc(N3CCc4cc(N)ccc43)c2cc1OC, CN(C)c1ccncc1, ClCCl, Cl. Product: COc1cc2ncnc(N3CCc4cc(NC(C)=O)ccc43)c2cc1OC. As a reaction SMILES: [CH3:26][C:27](=[O:28])[O:29][C:30](=[O:31])[CH3:32].[CH3:2][O:3][c:4]1[cH:5][c:6]2[c:7]([N:16]3[CH2:17][CH2:18][c:19]4[cH:20][c:21]([NH2:25])[cH:22][cH:23][c:24]43)[n:8][cH:9][n:10][c:11]2[cH:12][c:13]1[O:14][CH3:15].[CH3:33][N:34]([c:35]1[cH:36][cH:37][n:38][cH:39][cH:40]1)[CH3:41].[Cl:42][CH2:43][Cl:44].[ClH:1]>>[CH3:2][O:3][c:4]1[cH:5][c:6]2[c:7]([N:16]3[CH2:17][CH2:18][c:19]4[cH:20][c:21]([NH:25][C:27]([CH3:26])=[O:28])[cH:22][cH:23][c:24]43)[n:8][cH:9][n:10][c:11]2[cH:12][c:13]1[O:14][CH3:15]. The reactants are CN(C)C=O (DMF), C(C)(C)OC(=O)C=1C=CC=2C3=C(NC2C1)C(=CC(=N3)C3=CC=CC=C3)C(=O)O (7-(isopropoxycarbonyl)-2-phenyl-5H-pyrido[3,2-b]indole-4-carboxylic acid), C(CCl)Cl (EDC), O.ON1N=NC2=C1C=CC=C2 (1-hydroxybenzotriazole hydrate), TEA. The solvent is O (water). The product is C(N)(=O)C1=CC(=NC2=C1NC=1C=C(C=CC21)C(=O)OC(C)C)C2=CC=CC=C2 (isopropyl 4-carbamoyl-2-phenyl-5H-pyrido[3,2-b]indole-7-carboxylate). Isolated yield 90.0%. Reaction SMILES: C[N:2]([CH:4]=[O:5])C.[CH:6]([O:9][C:10]([C:12]1[CH:13]=[CH:14][C:15]2[C:16]3[N:24]=[C:23]([C:25]4[CH:30]=[CH:29][CH:28]=[CH:27][CH:26]=4)[CH:22]=[C:21](C(O)=O)[C:17]=3[NH:18][C:19]=2[CH:20]=1)=[O:11])([CH3:8])[CH3:7].C(Cl)CCl.O.ON1C2C=CC=CC=2N=N1>O>[C:4]([C:21]1[C:17]2[NH:18][C:19]3[CH:20]=[C:12]([C:10]([O:9][CH:6]([CH3:8])[CH3:7])=[O:11])[CH:13]=[CH:14][C:15]=3[C:16]=2[N:24]=[C:23]([C:25]2[CH:30]=[CH:29][CH:28]=[CH:27][CH:26]=2)[CH:22]=1)(=[O:5])[NH2:2] |f:3.4|. Procedure details: Dry DMF (10 mL) was added to a mixture of 7-(isopropoxycarbonyl)-2-phenyl-5H-pyrido[3,2-b]indole-4-carboxylic acid (0.95 g, 2.54 mmol), NH4C1 (0.41 g, 7.6 mmol), EDC (1.46 g, 7.61 mmol), and 1-hydroxybenzotriazole hydrate (1.03 g, 7.61 mmol). After stirring for a few minutes, TEA (1.06 mL, 7.61 mmol) was added and the reaction left stirred overnight. It was diluted with water (200 ml) and the precipitate was collected by filtration, washed with water and dried to leave isopropyl 4-carbamoyl-2-ph...